describe an organic reaction: reactants, conditions, products, and yield From a dataset of the Open Reaction Database (ORD), a public repository of structured organic reaction records. Reactants: ClC=1C=C(C=CC1Cl)N1N=C(CC1)NC(C(F)(F)F)=O (N-[1-(3,4-Dichlorophenyl)-2-pyrazolin-3-yl]-2,2,2-trifluoroacetamide), N1=CC=CC=C1 (pyridine), ClC1=CC=C(C(=O)Cl)C=C1 (p-chlorobenzoyl chloride). Solvent: O (water). Conditions: time 16 hour. Product: ClC1=CC=C(C(=O)NC2=NN(CC2)C2=CC(=C(C=C2)Cl)Cl)C=C1 (p-Chloro-N-[1-(3,4-dichlorophenyl)-2-pyrazolin-3-yl]benzamide). RXN SMILES: [Cl:1][C:2]1[CH:3]=[C:4]([N:9]2[CH2:13][CH2:12][C:11]([NH:14][C:15](=[O:20])[C:16](F)(F)F)=[N:10]2)[CH:5]=[CH:6][C:7]=1[Cl:8].N1C=CC=CC=1.[Cl:27][C:28]1[CH:36]=[CH:35]C(C(Cl)=O)=[CH:30][CH:29]=1>O>[Cl:27][C:28]1[CH:36]=[CH:35][C:16]([C:15]([NH:14][C:11]2[CH2:12][CH2:13][N:9]([C:4]3[CH:5]=[CH:6][C:7]([Cl:8])=[C:2]([Cl:1])[CH:3]=3)[N:10]=2)=[O:20])=[CH:30][CH:29]=1. Procedure details: A stirred mixture of 2.30 g. of 3-amino-1-(3,4-dichlorophenyl)-2-pyrazoline (prepared as described in Example 1) in 20 ml. of dry pyridine is cooled in an ice bath, then 2.10 g. of p-chlorobenzoyl chloride is added. The reaction mixture is allowed to stand at room temperature for 16 hours then is poured into water to separate a solid. The solid is collected by filtration and dissolved in dichloromethane. This solution is passed through a short column of a hydrous magnesium silicate. The effluent... Starting materials: NC(CCCCNC(=O)OCc1ccccc1)C(=O)O, ClCCl, CS(=O)(=O)Cl, CCN(C(C)C)C(C)C, C[Si](C)(C)Cl, Cl. Product: CS(=O)(=O)NC(CCCCNC(=O)OCc1ccccc1)C(=O)O. Reaction SMILES: [CH2:1]([c:2]1[cH:3][cH:4][cH:5][cH:6][cH:7]1)[O:8][C:9](=[O:10])[NH:11][CH2:12][CH2:13][CH2:14][CH2:15][CH:16]([NH2:17])[C:18](=[O:19])[OH:20].[CH2:41]([Cl:42])[Cl:43].[CH3:35][S:36]([Cl:37])(=[O:38])=[O:39].[CH:26]([N:27]([CH:28]([CH3:29])[CH3:30])[CH2:31][CH3:32])([CH3:33])[CH3:34].[Cl:21][Si:22]([CH3:23])([CH3:24])[CH3:25].[ClH:40]>>[CH2:1]([c:2]1[cH:3][cH:4][cH:5][cH:6][cH:7]1)[O:8][C:9](=[O:10])[NH:11][CH2:12][CH2:13][CH2:14][CH2:15][CH:16]([NH:17][S:36]([CH3:35])(=[O:38])=[O:39])[C:18](=[O:19])[OH:20]. The reactants are COc1cccc(N=C=O)c1, CC(C)(C)OC(=O)C1CCC(c2ccccc2)N1C(=O)CN, C1CCOC1. Yields the product COc1cccc(NC(=O)NCC(=O)N2C(C(=O)OC(C)(C)C)CCC2c2ccccc2)c1. As a reaction SMILES: [CH3:1][O:2][c:3]1[cH:4][c:5]([N:9]=[C:10]=[O:11])[cH:6][cH:7][cH:8]1.[NH2:12][CH2:13][C:14](=[O:15])[N:16]1[CH:17]([C:18](=[O:19])[O:20][C:21]([CH3:22])([CH3:23])[CH3:24])[CH2:25][CH2:26][CH:27]1[c:28]1[cH:29][cH:30][cH:31][cH:32][cH:33]1.[O:34]1[CH2:35][CH2:36][CH2:37][CH2:38]1>>[CH3:1][O:2][c:3]1[cH:4][c:5]([NH:9][C:10](=[O:11])[NH:12][CH2:13][C:14](=[O:15])[N:16]2[CH:17]([C:18](=[O:19])[O:20][C:21]([CH3:22])([CH3:23])[CH3:24])[CH2:25][CH2:26][CH:27]2[c:28]2[cH:29][cH:30][cH:31][cH:32][cH:33]2)[cH:6][cH:7][cH:8]1. Reactants: ClCC1=C(N2C([C@H]([C@H]2SC1)NC(CC1=CC=CC=C1)=O)=O)C(=O)OC(C1=CC=CC=C1)C1=CC=CC=C1 (benzhydryl [6R,7R]-3-chloromethyl-8-oxo-7-phenylacetylamino-5-thia-1-aza-bicyclo[4.2.0]oct-2-ene-2-carboxylate), ClC=1C(=C(C=C2C(C(=CN(C12)C1CC1)C(=O)O)=O)F)N1C[C@@H]2CCCN[C@@H]2C1 (8-chloro-1-cyclopropyl-7-[(1S,6S)-2,8-diazabicyclo[4.3.0]non-8-yl]-6-fluoro-1,4-dihydro-4-oxo-3-quinolinecarboxylic acid), [Na+].[I-] (NaI), Cl (HCl), C[Si](C)(C)NC(C(F)(F)F)=O (trimethylsilyltrifluoroacetamide). Run in CC(=O)C (acetone), O (water), ClCCl (dichloromethane). Run at time 20 minute. Product: C(C1=CC=CC=C1)(C1=CC=CC=C1)OC(=O)C=1N2C([C@H]([C@H]2SCC1CN1[C@@H]2CN(C[C@@H]2CCC1)C1=C(C=C2C(C(=CN(C2=C1Cl)C1CC1)C(=O)O)=O)F)NC(CC1=CC=CC=C1)=O)=O (7-[2-([6R,7R]-2-Benzhydryloxycarbonyl-8-oxo-7-phenylacetylamino-5-thia-1-azabicyclo[4.2.0]oct-2-en-3-yl-methyl)-[1S,6S]-2,8-diazabicyclo[4.3.0]non-8-yl]-8-chloro-1-cyclopropyl-6-fluoro-1,4-dihydro-4-oxo-3-quinolinecarboxylic acid). Reaction SMILES: [Cl:1][C:2]1[C:3]([N:20]2[CH2:28][C@@H:27]3[C@@H:22]([CH2:23][CH2:24][CH2:25][NH:26]3)[CH2:21]2)=[C:4]([F:19])[CH:5]=[C:6]2[C:11]=1[N:10]([CH:12]1[CH2:14][CH2:13]1)[CH:9]=[C:8]([C:15]([OH:17])=[O:16])[C:7]2=[O:18].C[Si](NC(=O)C(F)(F)F)(C)C.Cl[CH2:41][C:42]1[CH2:49][S:48][C@H:47]2[N:44]([C:45](=[O:60])[C@H:46]2[NH:50][C:51](=[O:59])[CH2:52][C:53]2[CH:58]=[CH:57][CH:56]=[CH:55][CH:54]=2)[C:43]=1[C:61]([O:63][CH:64]([C:71]1[CH:76]=[CH:75][CH:74]=[CH:73][CH:72]=1)[C:65]1[CH:70]=[CH:69][CH:68]=[CH:67][CH:66]=1)=[O:62].[Na+].[I-].Cl>ClCCl.CC(C)=O.O>[CH:64]([O:63][C:61]([C:43]1[N:44]2[C@H:47]([S:48][CH2:49][C:42]=1[CH2:41][N:26]1[CH2:25][CH2:24][CH2:23][C@@H:22]3[C@H:27]1[CH2:28][N:20]([C:3]1[C:2]([Cl:1])=[C:11]4[C:6]([C:7](=[O:18])[C:8]([C:15]([OH:17])=[O:16])=[CH:9][N:10]4[CH:12]4[CH2:14][CH2:13]4)=[CH:5][C:4]=1[F:19])[CH2:21]3)[C@H:46]([NH:50][C:51](=[O:59])[CH2:52][C:53]1[CH:54]=[CH:55][CH:56]=[CH:57][CH:58]=1)[C:45]2=[O:60])=[O:62])([C:71]1[CH:72]=[CH:73][CH:74]=[CH:75][CH:76]=1)[C:65]1[CH:70]=[CH:69][CH:68]=[CH:67][CH:66]=1 |f:3.4|. Reported procedure: Under an N2 atmosphere, 160 mg (0.4 mmol) of 8-chloro-1-cyclopropyl-7-[(1S,6S)-2,8-diazabicyclo[4.3.0]non-8-yl]-6-fluoro-1,4-dihydro-4-oxo-3-quinolinecarboxylic acid are suspended in 2.25 ml of dichloromethane. 283 μl (1.6 mmol) of trimethylsilyltrifluoroacetamide are added and the mixture is stirred at room temperature for 20 minutes; 0.5 g of 3 Å molecular sieves is then added, and the mixture is stirred at room temperature for one hour, and the solution is evaporated to dryness. Subsequently,...